From a dataset of the Open Reaction Database (ORD), a public repository of structured organic reaction records. describe an organic reaction: reactants, conditions, products, and yield Starting materials: BrBr (bromine), C(C)(=O)O (acetic acid), OC1=NC=CC2=CC=C(C=C12)C(=O)OC (methyl 1-hydroxyisoquinoline-7-carboxylate), C(C)(=O)O (acetic acid). Solvent: O (water). Conditions: time 30 minute. The product is BrC1=CN=C(C2=CC(=CC=C12)C(=O)OC)O (methyl 4-bromo-1-hydroxyisoquinoline-7-carboxylate). The yield is 84.4%. RXN SMILES: [Br:1]Br.C(O)(=O)C.[OH:7][C:8]1[C:17]2[C:12](=[CH:13][CH:14]=[C:15]([C:18]([O:20][CH3:21])=[O:19])[CH:16]=2)[CH:11]=[CH:10][N:9]=1>O>[Br:1][C:11]1[C:12]2[C:17](=[CH:16][C:15]([C:18]([O:20][CH3:21])=[O:19])=[CH:14][CH:13]=2)[C:8]([OH:7])=[N:9][CH:10]=1. Reported procedure: A mixture of bromine (940 mg) and acetic acid (10 mL) was added dropwise to a mixture of methyl 1-hydroxyisoquinoline-7-carboxylate (1.2 g) and acetic acid (50 mL) and stirred at room temperature for 30 minutes. The reaction mixture was diluted with water, and the precipitate was collected by filtration to obtain methyl 4-bromo-1-hydroxyisoquinoline-7-carboxylate (1.4 g). Reactants: C(=O)([O-])[O-].[Cs+].[Cs+] (Cs2CO3), BrCC1=C(N(C2=CC=CC=C12)C1=C(C=CC=C1)C#N)C#N (3-(bromomethyl)-1-(2-cyanophenyl)-1H-indole-2-carbonitrile), CN(C(OC(C)(C)C)=O)[C@H](C(N[C@@H]1C(NC2=C(OC13CCOCC3)C=CC=C2)=O)=O)C (tert-butyl methyl((S)-1-oxo-1-((S)-4-oxo-2′,3′,4,5,5′,6′-hexahydro-3H-spiro[benzo[b][1,4]oxazepine-2,4′-pyran]-3-ylamino)propan-2-yl)carbamate). Run in CN(C)C=O (DMF), [NH4+].[Cl-] (NH4Cl). Run at temperature 70 celsius. The product is C(#N)C=1N(C2=CC=CC=C2C1CN1C2=C(OC3(CCOCC3)[C@@H](C1=O)NC([C@H](C)N(C(OC(C)(C)C)=O)C)=O)C=CC=C2)C2=C(C=CC=C2)C#N (tert-butyl (S)-1-((S)-5-((2-cyano-1-(2-cyanophenyl)-1H-indol-3-yl)methyl)-4-oxo-2′,3′,4,5,5′,6′-hexahydro-3H-spiro[benzo[b][1,4]oxazepine-2,4′-pyran]-3-ylamino)-1-oxopropan-2-yl(methyl)carbamate). The yield is 96.3%. RXN SMILES: C([O-])([O-])=O.[Cs+].[Cs+].Br[CH2:8][C:9]1[C:17]2[C:12](=[CH:13][CH:14]=[CH:15][CH:16]=2)[N:11]([C:18]2[CH:23]=[CH:22][CH:21]=[CH:20][C:19]=2[C:24]#[N:25])[C:10]=1[C:26]#[N:27].[CH3:28][N:29]([C@@H:37]([CH3:58])[C:38](=[O:57])[NH:39][C@H:40]1[C:46]2([CH2:51][CH2:50][O:49][CH2:48][CH2:47]2)[O:45][C:44]2[CH:52]=[CH:53][CH:54]=[CH:55][C:43]=2[NH:42][C:41]1=[O:56])[C:30](=[O:36])[O:31][C:32]([CH3:35])([CH3:34])[CH3:33]>CN(C=O)C.[NH4+].[Cl-]>[C:26]([C:10]1[N:11]([C:18]2[CH:23]=[CH:22][CH:21]=[CH:20][C:19]=2[C:24]#[N:25])[C:12]2[C:17]([C:9]=1[CH2:8][N:42]1[C:41](=[O:56])[C@@H:40]([NH:39][C:38](=[O:57])[C@@H:37]([N:29]([CH3:28])[C:30](=[O:36])[O:31][C:32]([CH3:34])([CH3:35])[CH3:33])[CH3:58])[C:46]3([CH2:51][CH2:50][O:49][CH2:48][CH2:47]3)[O:45][C:44]3[CH:52]=[CH:53][CH:54]=[CH:55][C:43]1=3)=[CH:16][CH:15]=[CH:14][CH:13]=2)#[N:27] |f:0.1.2,6.7|. Procedure: Cs2CO3 (9.58 g, 29.4 mmol, Eq: 1.5) was added to a mixture of 3-(bromomethyl)-1-(2-cyanophenyl)-1H-indole-2-carbonitrile (9.89 g, 29.4 mmol, Eq: 1.5) and tert-butyl methyl((S)-1-oxo-1-((S)-4-oxo-2′,3′,4,5,5′,6′-hexahydro-3H-spiro[benzo[b][1,4]oxazepine-2,4′-pyran]-3-ylamino)propan-2-yl)carbamate (8.5 g, 19.6 mmol, Eq: 1.00) in DMF (20 mL) and the mixture heated to 70° C. for 1 h. The mixture was cooled, diluted with sat. NH4Cl and extracted with EtOAc. The combined extracts were washed with H2O,... Reactants: [N-]=C=O (isocyanate), ClCCOC=1C=C2C(N(C=NC2=CC1)C=1C=C(C(=O)O)C=CC1C)=O (3-[6-(2-chloroethoxy)-4-oxoquinazolin-3(4H)-yl]-4-methylbenzoic acid), N1CCCC1 (pyrrolidine), C(C)(C)N(C(C)C)CC (N,N-diisopropylethylamine). Run in C(Cl)Cl (methylene chloride), CC(=O)N(C)C (DMA). Reaction conditions: time 16 hour. The product is CC1=C(C=C(C(=O)O)C=C1)N1C=NC2=CC=C(C=C2C1=O)OCCN1CCCC1 (4-methyl-3-[4-oxo-6-(2-pyrrolidin-1-ylethoxy)quinazolin-3(4H)-yl]benzoic acid). RXN SMILES: Cl[CH2:2][CH2:3][O:4][C:5]1[CH:6]=[C:7]2[C:12](=[CH:13][CH:14]=1)[N:11]=[CH:10][N:9]([C:15]1[CH:16]=[C:17]([CH:21]=[CH:22][C:23]=1[CH3:24])[C:18]([OH:20])=[O:19])[C:8]2=[O:25].[NH:26]1[CH2:30][CH2:29][CH2:28][CH2:27]1.C(N(CC)C(C)C)(C)C.[N-]=C=O>CC(N(C)C)=O.C(Cl)Cl>[CH3:24][C:23]1[CH:22]=[CH:21][C:17]([C:18]([OH:20])=[O:19])=[CH:16][C:15]=1[N:9]1[C:8](=[O:25])[C:7]2[C:12](=[CH:13][CH:14]=[C:5]([O:4][CH2:3][CH2:2][N:26]3[CH2:30][CH2:29][CH2:28][CH2:27]3)[CH:6]=2)[N:11]=[CH:10]1. Procedure details: To a stirred solution of 3-[6-(2-chloroethoxy)-4-oxoquinazolin-3(4H)-yl]-4-methylbenzoic acid (0.50 g), pyrrolidine (0.46 ml), N,N-diisopropylethylamine (0.98 ml) and KI (0.47 g) in DMA (2 ml) was heated to 120° C. for 30 minutes in a microwave (Personal Chemistry Emrys Optimizer with 300 W magnetron). The reaction mixture was diluted with methylene chloride (20 ml), CombiZorb isocyanate resin (loading 1.03 mmol/g from Agilent) (6 g) added and stirred at room temperature for 16 hours. The resin ...